This data is from the Open Reaction Database (ORD), a public repository of structured organic reaction records. The task is: describe an organic reaction: reactants, conditions, products, and yield Reactants: CCCCCC(=O)Br, CN(CC(=O)[O-])C(=N)N, [Na+]. Yields the product CCCCCC(=O)OC(=O)CN(C)C(=N)N. RXN SMILES: [C:1]([CH2:2][CH2:3][CH2:4][CH2:5][CH3:6])(=[O:7])[Br:8].[CH3:9][N:10]([C:11](=[NH:12])[NH2:13])[CH2:14][C:15](=[O:16])[O-:17].[Na+:18]>>[C:1]([CH2:2][CH2:3][CH2:4][CH2:5][CH3:6])(=[O:7])[O:17][C:15]([CH2:14][N:10]([CH3:9])[C:11](=[NH:12])[NH2:13])=[O:16]. The reactants are NC1=NC2=CC=C(C=C2C(=N1)C(=O)N1CC2=CC=CC=C2C1)C1=C(CN2C(CCC2)C(=O)OC)C=CC=C1 (methyl 1-{2-[2-amino-4-(1,3-dihydroisoindole-2-carbonyl)quinazolin-6-yl]benzyl}pyrrolidine-2-carboxylate), [OH-].[Na+] (sodium hydroxide). Run in O1CCCC1 (tetrahydrofuran). Run at temperature 25 celsius, time 16 hour. The product is NC1=NC2=CC=C(C=C2C(=N1)C(=O)N1CC2=CC=CC=C2C1)C1=C(CN2C(CCC2)C(=O)O)C=CC=C1 (1-{2-[2-amino-4-(1,3-dihydroisoindole-2-carbonyl)quinazolin-6-yl]benzyl}pyrrolidine-2-carboxylic acid). Reaction SMILES: [NH2:1][C:2]1[N:11]=[C:10]([C:12]([N:14]2[CH2:22][C:21]3[C:16](=[CH:17][CH:18]=[CH:19][CH:20]=3)[CH2:15]2)=[O:13])[C:9]2[C:4](=[CH:5][CH:6]=[C:7]([C:23]3[CH:38]=[CH:37][CH:36]=[CH:35][C:24]=3[CH2:25][N:26]3[CH2:30][CH2:29][CH2:28][CH:27]3[C:31]([O:33]C)=[O:32])[CH:8]=2)[N:3]=1.[OH-].[Na+]>O1CCCC1>[NH2:1][C:2]1[N:11]=[C:10]([C:12]([N:14]2[CH2:22][C:21]3[C:16](=[CH:17][CH:18]=[CH:19][CH:20]=3)[CH2:15]2)=[O:13])[C:9]2[C:4](=[CH:5][CH:6]=[C:7]([C:23]3[CH:38]=[CH:37][CH:36]=[CH:35][C:24]=3[CH2:25][N:26]3[CH2:30][CH2:29][CH2:28][CH:27]3[C:31]([OH:33])=[O:32])[CH:8]=2)[N:3]=1 |f:1.2|. Reported procedure: 280 mg of methyl 1-{2-[2-amino-4-(1,3-dihydroisoindole-2-carbonyl)quinazolin-6-yl]benzyl}pyrrolidine-2-carboxylate are dissolved in 5 ml of tetrahydrofuran. 5 ml of 2N sodium hydroxide solution are added, and the mixture is stirred at 25° C. for 16 h. The mixture is evaporated in vacuo and acidified using 2N hydrochloric acid, during which the product precipitates out. Filtration and drying at 40° C. in vacuo gives 1-{2-[2-amino-4-(1,3-dihydroisoindole-2-carbonyl)quinazolin-6-yl]benzyl}pyrrolidi... The reactants are Cc1ccccc1, CCCCCCCOc1ccc(-c2ncc(C=CCCCCCCCC3CCCC3)cn2)cc1, [H][H]. Yields the product CCCCCCCOc1ccc(-c2ncc(CCCCCCCCCC3CCCC3)cn2)cc1. RXN SMILES: [CH3:37][c:38]1[cH:39][cH:40][cH:41][cH:42][cH:43]1.[CH:1]1([CH2:6][CH2:7][CH2:8][CH2:9][CH2:10][CH2:11][CH2:12][CH:13]=[CH:14][c:15]2[cH:16][n:17][c:18](-[c:21]3[cH:22][cH:23][c:24]([O:27][CH2:28][CH2:29][CH2:30][CH2:31][CH2:32][CH2:33][CH3:34])[cH:25][cH:26]3)[n:19][cH:20]2)[CH2:2][CH2:3][CH2:4][CH2:5]1.[H:35][H:36]>>[CH:1]1([CH2:6][CH2:7][CH2:8][CH2:9][CH2:10][CH2:11][CH2:12][CH2:13][CH2:14][c:15]2[cH:16][n:17][c:18](-[c:21]3[cH:22][cH:23][c:24]([O:27][CH2:28][CH2:29][CH2:30][CH2:31][CH2:32][CH2:33][CH3:34])[cH:25][cH:26]3)[n:19][cH:20]2)[CH2:2][CH2:3][CH2:4][CH2:5]1. Reactants: solution, [F-].C(CCC)[N+](CCCC)(CCCC)CCCC (tetrabutylammoniumfluoride), CC1=C(C=C(C=C1)[C@]1(O)[C@H](OC(C)=O)[C@@H](OC(C)=O)[C@H](OC(C)=O)[C@H](O1)COC(C)=O)CC1=CC=C(C=C1)O[Si](C)(C)C(C)(C)C (1-methyl-4-(2,3,4,6-tetra-O-acetyl-β-D-glucopyranos-1-yl)-2-[4-(tert-butyl-dimethyl-silyloxy)-benzyl]-benzene), C(C)(=O)O (acetic acid), C(C)(=O)OCC (ethyl acetate). Run in O1CCCC1 (tetrahydrofuran), O1CCCC1 (tetrahydrofuran), O (water). Conditions: time 30 minute. Yields the product CC1=C(C=C(C=C1)[C@]1(O)[C@H](OC(C)=O)[C@@H](OC(C)=O)[C@H](OC(C)=O)[C@H](O1)COC(C)=O)CC1=CC=C(C=C1)O (1-methyl-4-(2,3,4,6-tetra-O-acetyl-β-D-glucopyranos-1-yl)-2-(4-hydroxy-benzyl)-benzene). RXN SMILES: [F-].C([N+](CCCC)(CCCC)CCCC)CCC.[CH3:19][C:20]1[CH:25]=[CH:24][C:23]([C@:26]2([O:44][C@H:43]([CH2:45][O:46][C:47](=[O:49])[CH3:48])[C@@H:38]([O:39][C:40](=[O:42])[CH3:41])[C@H:33]([O:34][C:35](=[O:37])[CH3:36])[C@H:28]2[O:29][C:30](=[O:32])[CH3:31])[OH:27])=[CH:22][C:21]=1[CH2:50][C:51]1[CH:56]=[CH:55][C:54]([O:57][Si](C(C)(C)C)(C)C)=[CH:53][CH:52]=1.C(O)(=O)C.C(OCC)(=O)C>O1CCCC1.O>[CH3:19][C:20]1[CH:25]=[CH:24][C:23]([C@:26]2([O:44][C@H:43]([CH2:45][O:46][C:47](=[O:49])[CH3:48])[C@@H:38]([O:39][C:40](=[O:42])[CH3:41])[C@H:33]([O:34][C:35](=[O:37])[CH3:36])[C@H:28]2[O:29][C:30](=[O:32])[CH3:31])[OH:27])=[CH:22][C:21]=1[CH2:50][C:51]1[CH:52]=[CH:53][C:54]([OH:57])=[CH:55][CH:56]=1 |f:0.1|. Procedure: 2.02 ml of a 1 M solution of tetrabutylammoniumfluoride in tetrahydrofuran are added to a solution of 1.3 g 1-methyl-4-(2,3,4,6-tetra-O-acetyl-β-D-glucopyranos-1-yl)-2-[4-(tert-butyl-dimethyl-silyloxy)-benzyl]-benzene and 0.12 ml acetic acid in 10 ml of tetrahydrofuran. The solution is stirred for 30 min at ambient temperature, and then 50 ml ethyl acetate and 10 ml water are added. The organic layer was separated, washed with aqueous NaHCO3 solution, and dried over MgSO4. After removal of the s... Run at time 24 hour. Procedure: At ambient temperature, to a stirred suspension of 4-[4-(9-bromo-2, 3-dimethyl-naphtho[2,3-b]thiophen-4-yl)-2,6-dimethyl-phenoxysulfonyl]-2-hydroxy-benzoic acid (1.033 g, 1.689 mmol) in EtOAc (16.89 mL) was added a solution of t-butyl 2,2,2-trichloroacetimidate (0.7690 g, 3.379 mmol) in cyclohexane (3.379 mL). After 24 h, the reaction was concentrated in vacuo, suspended in CH2Cl2 (10 mL), filtered through a 1"silica gel pad and eluted with 10% acetone/hexane. The filtrate was concentrated to gi... The product is C(C)(C)(C)OC(C1=C(C=C(C=C1)S(=O)(=O)OC1=C(C=C(C=C1C)C1=C2C=CC=CC2=C(C=2SC(=C(C21)C)C)Br)C)O)=O (4-[4-(9-Bromo-2,3-dimethyl-naphtho[2,3-b]thiophen-4-yl)-2, 6-dimethyl-phenoxysulfonyl]-2-hydroxy-benzoic acid tert-butyl ester). Yield: 69.0%. RXN SMILES: [Br:1][C:2]1[C:11]2[S:12][C:13]([CH3:16])=[C:14]([CH3:15])[C:10]=2[C:9]([C:17]2[CH:36]=[C:35]([CH3:37])[C:20]([O:21][S:22]([C:25]3[CH:33]=[CH:32][C:28]([C:29]([OH:31])=[O:30])=[C:27]([OH:34])[CH:26]=3)(=[O:24])=[O:23])=[C:19]([CH3:38])[CH:18]=2)=[C:8]2[C:3]=1[CH:4]=[CH:5][CH:6]=[CH:7]2.ClC(Cl)(Cl)C(=N)O[C:43]([CH3:46])([CH3:45])[CH3:44]>CCOC(C)=O.C1CCCCC1>[C:43]([O:30][C:29](=[O:31])[C:28]1[CH:32]=[CH:33][C:25]([S:22]([O:21][C:20]2[C:35]([CH3:37])=[CH:36][C:17]([C:9]3[C:10]4[C:14]([CH3:15])=[C:13]([CH3:16])[S:12][C:11]=4[C:2]([Br:1])=[C:3]4[C:8]=3[CH:7]=[CH:6][CH:5]=[CH:4]4)=[CH:18][C:19]=2[CH3:38])(=[O:24])=[O:23])=[CH:26][C:27]=1[OH:34])([CH3:46])([CH3:45])[CH3:44]. Run in CCOC(=O)C (EtOAc), C1CCCCC1 (cyclohexane). The reactants are BrC1=C2C=CC=CC2=C(C2=C1SC(=C2C)C)C2=CC(=C(OS(=O)(=O)C1=CC(=C(C(=O)O)C=C1)O)C(=C2)C)C (4-[4-(9-bromo-2, 3-dimethyl-naphtho[2,3-b]thiophen-4-yl)-2,6-dimethyl-phenoxysulfonyl]-2-hydroxy-benzoic acid), ClC(C(OC(C)(C)C)=N)(Cl)Cl (t-butyl 2,2,2-trichloroacetimidate). The reactants are N12CCCN=C2CCC1 (DBN), ClC(=O)OCC (ethyl chloroformate), N-carboethoxy, N12CCCN=C2CCC1 (DBN). Solvent: ClCCl (dichloromethane), ClCCl (dichloromethane). Reaction conditions: temperature 25 celsius, time 20 hour. The product is C(=O)(OCC)N1C=CC=C1 (N-carboethoxy pyrrole). As a reaction SMILES: [N:1]12[CH2:9][CH2:8][CH2:7][C:6]1=NCCC2.Cl[C:11]([O:13][CH2:14][CH3:15])=[O:12]>ClCCl>[C:11]([N:1]1[CH:9]=[CH:8][CH:7]=[CH:6]1)([O:13][CH2:14][CH3:15])=[O:12]. Reported procedure: To a solution of compound ◯3 (10.43 g, 20 mmol.) in dichloromethane (100 ml) at 0° C. was added DBN (1,5-diazabicyclo[4,3,0]non-5-ene) (4.96 g, 40 mmol.) followed by a solution of ethyl chloroformate (3.42 g, 32 mmol.) in dichloromethane (20 ml). After completion of the transformation to the N-carboethoxy derivative 4 (approximately 1 hour), an additional equivalent of DBN (2.48 g, 20 mmol.) was added and the reaction mixture was stirred at 25° C. for 20 hours and evaporated to dryness. Chromato... The reactants are C(C1=CC=CC=C1)OC(CCC1S(CC(N1CCCCCCC(=O)OCC1=CC=CC=C1)=O)(=O)=O)COC1=CC=C(C=C1)F (benzyl 7-{2[3-benzyloxy-4-(4-fluorophenoxy)butyl]-1,1,4-trioxo-3-thiazolidinyl}heptanoate), C(C1=CC=CC=C1)OC(CCC1SCC(N1CCCCCCC(=O)OCC1=CC=CC=C1)=O)COCCC (benzyl 7-[2-(3-benzyloxy4-propoxybutyl)-4-oxo-3-thiazolidinyl]heptanoate). Yields the product OC(CCC1SCC(N1CCCCCCC(=O)O)=O)COCCC (7-[2-(3-Hydroxy-4-propoxybutyl)-4-oxo-3-thiazolidinyl]heptanoic Acid). RXN SMILES: C([O:8][CH:9]([CH2:36][O:37][C:38]1C=CC(F)=[CH:40][CH:39]=1)[CH2:10][CH2:11][CH:12]1[N:16]([CH2:17][CH2:18][CH2:19][CH2:20][CH2:21][CH2:22][C:23]([O:25]CC2C=CC=CC=2)=[O:24])[C:15](=[O:33])[CH2:14][S:13]1(=O)=O)C1C=CC=CC=1.C(OC(COCCC)CCC1N(CCCCCCC(OCC2C=CC=CC=2)=O)C(=O)CS1)C1C=CC=CC=1>>[OH:8][CH:9]([CH2:36][O:37][CH2:38][CH2:39][CH3:40])[CH2:10][CH2:11][CH:12]1[N:16]([CH2:17][CH2:18][CH2:19][CH2:20][CH2:21][CH2:22][C:23]([OH:25])=[O:24])[C:15](=[O:33])[CH2:14][S:13]1. Procedure: This compound is prepared essentially by the method described in Example 5, Step E, except that the benzyl 7-{2[3-benzyloxy-4-(4-fluorophenoxy)butyl]-1,1,4-trioxo-3-thiazolidinyl}heptanoate is replaced by benzyl 7-[2-(3-benzyloxy4-propoxybutyl)-4-oxo-3-thiazolidinyl]heptanoate. This method provides the title compound as a viscous, pale yellow oil.